This data is from the Open Reaction Database (ORD), a public repository of structured organic reaction records. The task is: describe an organic reaction: reactants, conditions, products, and yield Reactants: CCOC(=O)c1csc(Br)n1, CC(C)(C)OC(=O)N1CCc2ccc(B3OC(C)(C)C(C)(C)O3)cc2C1. Yields the product CCOC(=O)c1csc(-c2ccc3c(c2)CN(C(=O)OC(C)(C)C)CC3)n1. Reaction SMILES: [Br:27][c:28]1[s:29][cH:30][c:31]([C:33](=[O:34])[O:35][CH2:36][CH3:37])[n:32]1.[CH3:1][C:2]1([CH3:3])[C:4]([CH3:5])([CH3:6])[O:7][B:8]([c:9]2[cH:10][cH:11][c:12]3[c:17]([cH:18]2)[CH2:16][N:15]([C:19](=[O:20])[O:21][C:22]([CH3:23])([CH3:24])[CH3:25])[CH2:14][CH2:13]3)[O:26]1>>[c:9]1(-[c:28]2[s:29][cH:30][c:31]([C:33](=[O:34])[O:35][CH2:36][CH3:37])[n:32]2)[cH:10][cH:11][c:12]2[c:17]([cH:18]1)[CH2:16][N:15]([C:19](=[O:20])[O:21][C:22]([CH3:23])([CH3:24])[CH3:25])[CH2:14][CH2:13]2.